Dataset: the Open Reaction Database (ORD), a public repository of structured organic reaction records. Task: describe an organic reaction: reactants, conditions, products, and yield Yields the product COc1ccc(C2C(CCC(O)c3ccc(F)cc3)C(=O)N2c2ccc(C#N)cc2)cc1. Reactants: COc1ccc(C2C(CCC(O[Si](C)(C)C(C)(C)C)c3ccc(F)cc3)C(=O)N2c2ccc(C#N)cc2)cc1, CC(=O)O, CCCC[N+](CCCC)(CCCC)CCCC, [F-], C1CCOC1. Reaction SMILES: [C:1]([Si:2]([CH3:3])([CH3:4])[O:6][CH:7]([CH2:8][CH2:9][CH:10]1[CH:11]([c:23]2[cH:24][cH:25][c:26]([O:29][CH3:30])[cH:27][cH:28]2)[N:12]([c:15]2[cH:16][cH:17][c:18]([C:19]#[N:20])[cH:21][cH:22]2)[C:13]1=[O:14])[c:31]1[cH:32][cH:33][c:34]([F:37])[cH:35][cH:36]1)([CH3:5])([CH3:38])[CH3:39].[CH3:40][C:41](=[O:42])[OH:43].[CH3:45][CH2:46][CH2:47][CH2:48][N+:49]([CH2:50][CH2:51][CH2:52][CH3:53])([CH2:54][CH2:55][CH2:56][CH3:57])[CH2:58][CH2:59][CH2:60][CH3:61].[F-:44].[O:62]1[CH2:63][CH2:64][CH2:65][CH2:66]1>>[OH:6][CH:7]([CH2:8][CH2:9][CH:10]1[CH:11]([c:23]2[cH:24][cH:25][c:26]([O:29][CH3:30])[cH:27][cH:28]2)[N:12]([c:15]2[cH:16][cH:17][c:18]([C:19]#[N:20])[cH:21][cH:22]2)[C:13]1=[O:14])[c:31]1[cH:32][cH:33][c:34]([F:37])[cH:35][cH:36]1. Starting materials: ON1C(C=2C(C1=O)=CC=CC2)=O (N-hydroxyphthalimide), ClCC=1N=C(SC1)N (4-(chloromethyl)-1,3-thiazol-2-amine), C([O-])([O-])=O.[Cs+].[Cs+] (cesium carbonate), [I-].[K+] (potassium iodide). The solvent is O (Water), C(C)#N (acetonitrile). Run at time 18 hour. Yields the product NC=1SC=C(N1)CON1C(C2=CC=CC=C2C1=O)=O (2-[(2-amino-1,3-thiazol-4-yl)methoxy]-1H-isoindole-1,3(2H)-dione), P(HCOOH). As a reaction SMILES: [OH:1][N:2]1[C:6](=[O:7])[C:5]2=[CH:8][CH:9]=[CH:10][CH:11]=[C:4]2[C:3]1=[O:12].Cl[CH2:14][C:15]1[N:16]=[C:17]([NH2:20])[S:18][CH:19]=1.C(=O)([O-])[O-].[Cs+].[Cs+].[I-].[K+]>C(#N)C.O>[NH2:20][C:17]1[S:18][CH:19]=[C:15]([CH2:14][O:1][N:2]2[C:3](=[O:12])[C:4]3[C:5](=[CH:8][CH:9]=[CH:10][CH:11]=3)[C:6]2=[O:7])[N:16]=1 |f:2.3.4,5.6|. Reported procedure: A suspension of N-hydroxyphthalimide (50.0 g, 306 mmol), 4-(chloromethyl)-1,3-thiazol-2-amine (50.1 g, 337 mmol), cesium carbonate (210 g, 0.64 mol) and potassium iodide (2.54 g, 15.3 mmol) in acetonitrile (440 mL) was stirred at room temperature for 18 h. Water (300 mL) was added, the precipitate was filtered off and washed with water until colourless, then dried in vacuo overnight to afford 2-[(2-amino-1,3-thiazol-4-yl)methoxy]-1H-isoindole-1,3(2H)-dione as a colourless solid [36.0 g; 43% of t... The reactants are Mg, OCC1CN(CCC1)CCCC#N (4-(3-Hydroxymethyl-piperidin-1-yl)-butyronitrile), CuBr, crude product, IC1=C(C=CC=C1)C (2-iodotoluene), C(=O)(C(F)(F)F)O (TFA), CC#N (CH3CN), C(=O)(C(F)(F)F)O (TFA). Solvent: C1CCOC1 (THF), C1CCOC1 (THF), C1CCOC1 (THF). Conditions: time 8 hour. Yields the product OCC1CN(CCC1)CCCC(=O)C1=C(C=CC=C1)C (3-Hydroxymethyl-[4-(2-methylphenyl)-4-oxo-1-butyl]piperidine). RXN SMILES: I[C:2]1[CH:7]=[CH:6][CH:5]=[CH:4][C:3]=1[CH3:8].[OH:9][CH2:10][CH:11]1[CH2:16][CH2:15][CH2:14][N:13]([CH2:17][CH2:18][CH2:19][C:20]#N)[CH2:12]1.C(O)(C(F)(F)F)=[O:23].CC#N>C1COCC1>[OH:9][CH2:10][CH:11]1[CH2:16][CH2:15][CH2:14][N:13]([CH2:17][CH2:18][CH2:19][C:20]([C:2]2[CH:7]=[CH:6][CH:5]=[CH:4][C:3]=2[CH3:8])=[O:23])[CH2:12]1. Procedure details: In a 50 mL oven-dried flask was added Mg turnings (780 mg, 32 mmol), which were activated by the use of a heat-gun under vacuum, followed by addition of anhydrous THF (7 mL). Under inert atmosphere was added a suspension of 2-iodotoluene (5.3 g, 24 mmol) in THF (10 mL) and the reaction mixture was allowed to reflux for 4 hours. A suspension of compound 6 (1.50 g, 8 mmol) in THF (5 mL) was added via a syringe followed by addition of CuBr (23 mg, 0.16 mmol, 2 mol %) and the reaction mixture was st... The reactants are O (water), ClCCCCSC1=CC=CC=2N1C=CN2 (5-(4-chlorobutylthio)imidazo[1,2-a]pyridine), CN(C)C=C1C(NC(S1)=O)=O (5-(dimethylamino)methylene-thiazolidine-2,4-dione), C1CCC2=NCCCN2CC1 (1,8-diazabicyclo[5.4.0]-7-undecene). Solvent: CN(C=O)C (N,N-dimethylformamide). Reaction conditions: temperature 80 celsius, time 3 hour. The product is CN(C)C=C1C(N(C(S1)=O)CCCCSC1=CC=CC=2N1C=CN2)=O (5-(dimethylamino)methylene-3-[4-(imidazo-[1,2-a]pyridin-5-ylthio)butyl]thiazolidine-2,4-dione). Reaction SMILES: Cl[CH2:2][CH2:3][CH2:4][CH2:5][S:6][C:7]1[N:12]2[CH:13]=[CH:14][N:15]=[C:11]2[CH:10]=[CH:9][CH:8]=1.[CH3:16][N:17]([CH:19]=[C:20]1[S:24][C:23](=[O:25])[NH:22][C:21]1=[O:26])[CH3:18].C1CCN2C(=NCCC2)CC1.O>CN(C)C=O>[CH3:18][N:17]([CH:19]=[C:20]1[S:24][C:23](=[O:25])[N:22]([CH2:2][CH2:3][CH2:4][CH2:5][S:6][C:7]2[N:12]3[CH:13]=[CH:14][N:15]=[C:11]3[CH:10]=[CH:9][CH:8]=2)[C:21]1=[O:26])[CH3:16]. Reported procedure: To a solution of 241 mg (1.0 mmol) of 5-(4-chlorobutylthio)imidazo[1,2-a]pyridine and 173 mg (1.0 mmol) of 5-(dimethylamino)methylene-thiazolidine-2,4-dione in 10 ml of N,N-dimethylformamide, 0.15 ml (1.0 mmol) of 1,8-diazabicyclo[5.4.0]-7-undecene was added, followed by stirring at 80°C. for 3 hours. After the reaction mixture was cooled, water was added; the mixture was extracted with ethyl acetate and dried, after which the solvent was distilled off. The residue was purified by column chromat... The reactants are CO, ClCCl, CCN1CCN(Cc2cnc3c(C(=O)O)ccc(-c4c(Cl)c(OC)cc(OC)c4Cl)c3n2)CC1, Nc1ccccn1. Yields the product CCN1CCN(Cc2cnc3c(C(=O)Nc4ccccn4)ccc(-c4c(Cl)c(OC)cc(OC)c4Cl)c3n2)CC1. As a reaction SMILES: [CH3:45][OH:46].[Cl:42][CH2:43][Cl:44].[Cl:8][c:9]1[c:10](-[c:20]2[cH:21][cH:22][c:23]([C:39](=[O:40])[OH:41])[c:24]3[n:25][cH:26][c:27]([CH2:30][N:31]4[CH2:32][CH2:33][N:34]([CH2:37][CH3:38])[CH2:35][CH2:36]4)[n:28][c:29]23)[c:11]([Cl:19])[c:12]([O:17][CH3:18])[cH:13][c:14]1[O:15][CH3:16].[NH2:1][c:2]1[n:3][cH:4][cH:5][cH:6][cH:7]1>>[NH:1]([c:2]1[n:3][cH:4][cH:5][cH:6][cH:7]1)[C:39]([c:23]1[cH:22][cH:21][c:20](-[c:10]2[c:9]([Cl:8])[c:14]([O:15][CH3:16])[cH:13][c:12]([O:17][CH3:18])[c:11]2[Cl:19])[c:29]2[c:24]1[n:25][cH:26][c:27]([CH2:30][N:31]1[CH2:32][CH2:33][N:34]([CH2:37][CH3:38])[CH2:35][CH2:36]1)[n:28]2)=[O:40]. Starting materials: C(#N)[BH3-].[Na+] (sodium cyanoborohydride), C(C)=O (Acetaldehyde), COC(=O)C=1C=C(C2=C(S(CC3=C(O2)C(=CC(=C3)NCCN3CCCCC3)Cl)(=O)=O)C1)C (4-Chloro-6-methyl-10,10-dioxo-2-(2-piperidin-1-yl-ethylamino)-10,11-dihydro-5-oxa-10lambda*6*-thia-dibenzo[a,d]cycloheptene-8-carboxylic acid methyl ester), C(=O)(C(F)(F)F)O (TFA). Run in CO (MeOH). Reaction conditions: time 2 hour. Yields the product COC(=O)C=1C=C(C2=C(S(CC3=C(O2)C(=CC(=C3)N(CCN3CCCCC3)CC)Cl)(=O)=O)C1)C (4-Chloro-2-[ethyl-(2-piperidin-1-yl-ethyl)-amino]-6-methyl-10,10-dioxo-10,11-dihydro-5-oxa-10lambda*6*-thia-dibenzo[a,d]cycloheptene-8-carboxylic acid methyl ester). As a reaction SMILES: [CH:1](=O)[CH3:2].[CH3:4][O:5][C:6]([C:8]1[CH:9]=[C:10]([CH3:35])[C:11]2[O:17][C:16]3[C:18]([Cl:31])=[CH:19][C:20]([NH:22][CH2:23][CH2:24][N:25]4[CH2:30][CH2:29][CH2:28][CH2:27][CH2:26]4)=[CH:21][C:15]=3[CH2:14][S:13](=[O:33])(=[O:32])[C:12]=2[CH:34]=1)=[O:7].C(O)(C(F)(F)F)=O.C([BH3-])#N.[Na+]>CO>[CH3:4][O:5][C:6]([C:8]1[CH:9]=[C:10]([CH3:35])[C:11]2[O:17][C:16]3[C:18]([Cl:31])=[CH:19][C:20]([N:22]([CH2:1][CH3:2])[CH2:23][CH2:24][N:25]4[CH2:26][CH2:27][CH2:28][CH2:29][CH2:30]4)=[CH:21][C:15]=3[CH2:14][S:13](=[O:32])(=[O:33])[C:12]=2[CH:34]=1)=[O:7] |f:3.4|. Reported procedure: Acetaldehyde (0.151 g, 3.4 mmol) was added to a solution of Example 92k (0.330 g, 0.68 mmol) in MeOH (10 mL) at 0° C. TFA (0.08 g, 0.68 mmol) was then added and stirring continued for 2 h. The reaction mixture was brought to room temperature, treated with sodium cyanoborohydride (0.108 g, 1.7 mmol) and allowed to stir for 4 h. It was concentrated, treated with aqueous sodium bicarbonate solution, water and extracted ethyl acetate. The organic layer was washed with water, brine, dried, concentrat... The reactants are [H-].[Na+] (sodium hydride), CC=1NC2=CC=C(C=C2C1)F (2-methyl-5-fluoroindole), ClC=1N=C(C2=C(N1)C=C(S2)CN2CCC(CC2)N(C)C)N2CCOCC2 ([1-(2-chloro-4-morpholin-4-yl-thieno[3,2-d]pyrimidin-6-ylmethyl)-piperidin-4-yl]-dimethyl-amine). Solvent: O (water), [Cl-].[Na+] (sodium chloride), CN(C)C=O (DMF). Conditions: temperature 150 celsius. Product: FC=1C=C2C=C(N(C2=CC1)C=1N=C(C2=C(N1)C=C(S2)CN2CCC(CC2)N(C)C)N2CCOCC2)C (1-((2-(5-fluoro-2-methyl-1H-indol-1-yl)-4-morpholinothieno[3,2-d]pyrimidin-6-yl)methyl)-N,N-dimethylpiperidin-4-amine). The yield is 10.4%. RXN SMILES: [CH3:1][C:2]1[NH:3][C:4]2[C:9]([CH:10]=1)=[CH:8][C:7]([F:11])=[CH:6][CH:5]=2.[H-].[Na+].Cl[C:15]1[N:16]=[C:17]([N:34]2[CH2:39][CH2:38][O:37][CH2:36][CH2:35]2)[C:18]2[S:23][C:22]([CH2:24][N:25]3[CH2:30][CH2:29][CH:28]([N:31]([CH3:33])[CH3:32])[CH2:27][CH2:26]3)=[CH:21][C:19]=2[N:20]=1>CN(C=O)C.O.[Cl-].[Na+]>[F:11][C:7]1[CH:8]=[C:9]2[C:4](=[CH:5][CH:6]=1)[N:3]([C:15]1[N:16]=[C:17]([N:34]3[CH2:35][CH2:36][O:37][CH2:38][CH2:39]3)[C:18]3[S:23][C:22]([CH2:24][N:25]4[CH2:26][CH2:27][CH:28]([N:31]([CH3:33])[CH3:32])[CH2:29][CH2:30]4)=[CH:21][C:19]=3[N:20]=1)[C:2]([CH3:1])=[CH:10]2 |f:1.2,6.7|. Procedure: A solution of 2-methyl-5-fluoroindole (0.164 g) in DMF (6 mL) was cooled to 0° C. then sodium hydride (0.066 g) added. After 30 min [1-(2-chloro-4-morpholin-4-yl-thieno[3,2-d]pyrimidin-6-ylmethyl)-piperidin-4-yl]-dimethyl-amine (0.395 g) was added. The reaction vessel was sealed and heated at 150° C. After 3 h the reaction mixture was cooled to room temperature and diluted with water and saturated aqueous sodium chloride solution. The resulting residual oil was separated from the aqueous layer, ... Reactants: COC(C1=CC(=C(C=C1)C)N1CC2=C(N=C(N=C2)SC)CC1)=O (methyl-4-methyl-3-[2-(methylsulfanyl)-5,6,7,8-tetrahydropyrido[4,3-d]pyrimidin-6-yl]benzoate), [OH-].[Na+] (NaOH). The solvent is O1CCOCC1 (1,4-dioxane). Conditions: temperature 100 celsius. Yields the product CC1=C(C=C(C(=O)O)C=C1)N1CC2=C(N=C(N=C2)SC)CC1 (4-Methyl-3-[2-(methylsulfanyl)-5,6,7,8-tetrahydropyrido[4,3-d]pyrimidin-6-yl]benzoic Acid). Yield: 85.3%. RXN SMILES: C[O:2][C:3](=[O:23])[C:4]1[CH:9]=[CH:8][C:7]([CH3:10])=[C:6]([N:11]2[CH2:22][CH2:21][C:14]3[N:15]=[C:16]([S:19][CH3:20])[N:17]=[CH:18][C:13]=3[CH2:12]2)[CH:5]=1.[OH-].[Na+]>O1CCOCC1>[CH3:10][C:7]1[CH:8]=[CH:9][C:4]([C:3]([OH:23])=[O:2])=[CH:5][C:6]=1[N:11]1[CH2:22][CH2:21][C:14]2[N:15]=[C:16]([S:19][CH3:20])[N:17]=[CH:18][C:13]=2[CH2:12]1 |f:1.2|. Reported procedure: A solution of methyl-4-methyl-3-[2-(methylsulfanyl)-5,6,7,8-tetrahydropyrido[4,3-d]pyrimidin-6-yl]benzoate (82 mg, 0.249 mmol) in 1,4-dioxane (5 ml) was treated with 1.0 N NaOH (aq.) (0.748 ml, 0.748 mmol) and the reaction mixture was heated at 100° C. for 15 hours. The solvent was removed in vacuo and the residue was taken up in water. The aqueous mixture was washed with EtOAc and acidified to pH˜2-3 with 1.0 N HCl (aq.). The white, amorphous precipitate which formed was collected, washed with ...